From a dataset of the Open Reaction Database (ORD), a public repository of structured organic reaction records. describe an organic reaction: reactants, conditions, products, and yield Reactants: C(C)(C)(C)OC(=O)N1CCC(CC1)OC1=CC=C(NCC2=CC=C3C=CC(=CC3=C2)C#N)C=C1 (7-[[4-[(1-t-Butoxycarbonyl-4-piperidyl)oxy]anilino]methyl]-2-naphthalenecarbonitrile), C(C)N=C=O (ethyl isocyanate), Example 2, C(C)N=C=O (ethyl isocyanate). Solvent: ClCCl (dichloromethane). Reaction conditions: time 15 hour. The product is C(C)(C)(C)OC(=O)N1CCC(CC1)OC1=CC=C(C=C1)N(C(=O)NCC)CC1=CC2=CC(=CC=C2C=C1)C#N (1-[4-[(1-t-butoxycarbonyl-4-piperidyl)oxy]phenyl]-1-[(7-cyano-2-naphthyl)methyl]-3-ethylurea). Reaction SMILES: [C:1]([O:5][C:6]([N:8]1[CH2:13][CH2:12][CH:11]([O:14][C:15]2[CH:34]=[CH:33][C:18]([NH:19][CH2:20][C:21]3[CH:30]=[C:29]4[C:24]([CH:25]=[CH:26][C:27]([C:31]#[N:32])=[CH:28]4)=[CH:23][CH:22]=3)=[CH:17][CH:16]=2)[CH2:10][CH2:9]1)=[O:7])([CH3:4])([CH3:3])[CH3:2].[CH2:35]([N:37]=[C:38]=[O:39])[CH3:36]>ClCCl>[C:1]([O:5][C:6]([N:8]1[CH2:13][CH2:12][CH:11]([O:14][C:15]2[CH:16]=[CH:17][C:18]([N:19]([CH2:20][C:21]3[CH:22]=[CH:23][C:24]4[C:29](=[CH:28][C:27]([C:31]#[N:32])=[CH:26][CH:25]=4)[CH:30]=3)[C:38]([NH:37][CH2:35][CH3:36])=[O:39])=[CH:33][CH:34]=2)[CH2:10][CH2:9]1)=[O:7])([CH3:4])([CH3:2])[CH3:3]. Reported procedure: 7-[[4-[(1-t-Butoxycarbonyl-4-piperidyl)oxy]anilino]methyl]-2-naphthalenecarbonitrile obtained in Reference Example 2 (150 mg) was dissolved in 2 ml of dichloromethane, 35 mg of ethyl isocyanate was added, and the mixture was stirred at room temperature for 15 hours. Then, 117 mg of ethyl isocyanate was added, the mixture was stirred at room temperature for 6 hours, and then the reaction solution was evaporated. The resulting residue was purified by silica gel column chromatography using hexane:e... The reactants are C(C)(C)[N-]C(C)C.[Li+] (lithium diisopropylamide), C1=C(C=CC=2OC3=C(C21)C=CC=C3)C(C(C(C(=O)O)F)F)=O (4-dibenzofuran-2-yl-2,3-difluoro-4-oxo-butyric acid), C(CC1=CC=CC=C1)Br (phenethyl bromide). Solvent: O1CCCC1 (tetrahydrofuran), O1CCCC1 (tetrahydrofuran). Reaction conditions: temperature -78 celsius, time 30 minute. Product: C1=C(C=CC=2OC3=C(C21)C=CC=C3)C(C(C(C(=O)O)(CCC3=CC=CC=C3)F)F)=O (4-Dibenzofuran-2-yl-2,3-difluoro-4-oxo-2-phenethyl-butyric acid). Reaction SMILES: [CH:1]1[C:9]2[C:8]3[CH:10]=[CH:11][CH:12]=[CH:13][C:7]=3[O:6][C:5]=2[CH:4]=[CH:3][C:2]=1[C:14](=[O:22])[CH:15]([F:21])[CH:16]([F:20])[C:17]([OH:19])=[O:18].C([N-]C(C)C)(C)C.[Li+].[CH2:31](Br)[CH2:32][C:33]1[CH:38]=[CH:37][CH:36]=[CH:35][CH:34]=1>O1CCCC1>[CH:1]1[C:9]2[C:8]3[CH:10]=[CH:11][CH:12]=[CH:13][C:7]=3[O:6][C:5]=2[CH:4]=[CH:3][C:2]=1[C:14](=[O:22])[CH:15]([F:21])[C:16]([F:20])([CH2:31][CH2:32][C:33]1[CH:38]=[CH:37][CH:36]=[CH:35][CH:34]=1)[C:17]([OH:19])=[O:18] |f:1.2|. Reported procedure: To a solution of 4-dibenzofuran-2-yl-2,3-difluoro-4-oxo-butyric acid (1 equivalent, Example 6) in tetrahydrofuran cooled to -78° C. is added dropwise a solution of lithium diisopropylamide (2 equivalents). After stirring at -78° C. for 30 minutes, a solution of phenethyl bromide (1 equivalent) in tetrahydrofuran is added. The cooling bath is removed, and the reaction mixture gradually warms to room temperature and is stirred overnight. To this solution is added aqueous HCl (1 M) and ethyl acetat...